Dataset: the Open Reaction Database (ORD), a public repository of structured organic reaction records. Task: describe an organic reaction: reactants, conditions, products, and yield Starting materials: COC1CCNCC1, CC#N, CCN(C(C)C)C(C)C, COC(=O)CCC(C(N)=O)N1Cc2c(OCc3ccc(CBr)cc3)cccc2C1=O. Product: COC(=O)CCC(C(N)=O)N1Cc2c(OCc3ccc(CN4CCC(OC)CC4)cc3)cccc2C1=O. RXN SMILES: [CH3:31][O:32][CH:33]1[CH2:34][CH2:35][NH:36][CH2:37][CH2:38]1.[CH3:48][C:49]#[N:50].[CH:39]([N:40]([CH2:41][CH3:42])[CH:43]([CH3:44])[CH3:45])([CH3:46])[CH3:47].[NH2:1][C:2]([CH:3]([CH2:4][CH2:5][C:6](=[O:7])[O:8][CH3:9])[N:10]1[C:11](=[O:29])[c:12]2[cH:13][cH:14][cH:15][c:16]([O:19][CH2:20][c:21]3[cH:22][cH:23][c:24]([CH2:27][Br:28])[cH:25][cH:26]3)[c:17]2[CH2:18]1)=[O:30]>>[NH2:1][C:2]([CH:3]([CH2:4][CH2:5][C:6](=[O:7])[O:8][CH3:9])[N:10]1[C:11](=[O:29])[c:12]2[cH:13][cH:14][cH:15][c:16]([O:19][CH2:20][c:21]3[cH:22][cH:23][c:24]([CH2:27][N:36]4[CH2:35][CH2:34][CH:33]([O:32][CH3:31])[CH2:38][CH2:37]4)[cH:25][cH:26]3)[c:17]2[CH2:18]1)=[O:30]. Reactants: ClC1=C(OCCCC(C(=O)OC)(C)C)C=CC(=C1Cl)CCC(C=1SC(=CC1)C1=CC=C(C=C1)C(F)(F)F)=O (methyl 5-(2,3-dichloro-4-(3-oxo-3-(5-(4-(trifluoromethyl)phenyl)thien-2-yl)propyl)phenoxy)-2,2-dimethylpentanoate), [OH-].[Na+] (sodium hydroxide). Yields the product ClC1=C(OCCCC(C(=O)O)(C)C)C=CC(=C1Cl)CCC(C=1SC(=CC1)C1=CC=C(C=C1)C(F)(F)F)=O (5-(2,3-Dichloro-4-(3-oxo-3-(5-(4-(trifluoromethyl)phenyl)thien-2-yl)propyl)-phenoxy)-2,2-dimethylpentanoic acid). Reaction SMILES: [Cl:1][C:2]1[C:18]([Cl:19])=[C:17]([CH2:20][CH2:21][C:22](=[O:38])[C:23]2[S:24][C:25]([C:28]3[CH:33]=[CH:32][C:31]([C:34]([F:37])([F:36])[F:35])=[CH:30][CH:29]=3)=[CH:26][CH:27]=2)[CH:16]=[CH:15][C:3]=1[O:4][CH2:5][CH2:6][CH2:7][C:8]([CH3:14])([CH3:13])[C:9]([O:11]C)=[O:10].[OH-].[Na+]>>[Cl:1][C:2]1[C:18]([Cl:19])=[C:17]([CH2:20][CH2:21][C:22](=[O:38])[C:23]2[S:24][C:25]([C:28]3[CH:33]=[CH:32][C:31]([C:34]([F:35])([F:36])[F:37])=[CH:30][CH:29]=3)=[CH:26][CH:27]=2)[CH:16]=[CH:15][C:3]=1[O:4][CH2:5][CH2:6][CH2:7][C:8]([CH3:14])([CH3:13])[C:9]([OH:11])=[O:10] |f:1.2|. Reported procedure: 5-(2,3-Dichloro-4-(3-oxo-3-(5-(4-(trifluoromethyl)phenyl)thien-2-yl)propyl)-phenoxy)-2,2-dimethylpentanoic acid is prepared from methyl 5-(2,3-dichloro-4-(3-oxo-3-(5-(4-(trifluoromethyl)phenyl)thien-2-yl)propyl)phenoxy)-2,2-dimethylpentanoate according to general procedure F using 10 equivalents of 2N sodium hydroxide solution. Product: BrC1=CC=C(C=C1)C1=CC(=C2C(=C(C(OC2=C1)=O)C)C)OC (7-(4-Bromophenyl)-methoxy-3,4-dimethylcoumarin). Reactants: OC1=CC=C2C(=C(C(OC2=C1)=O)C)C (7-hydroxy-3,4-dimethylcoumarin), BrC1=CC=C(CCl)C=C1 (4-bromobenzyl chloride), C(=O)([O-])[O-].[K+].[K+] (K2CO3). The solvent is CC(=O)C (acetone). As a reaction SMILES: O[C:2]1[CH:11]=[C:10]2[C:5]([C:6]([CH3:14])=[C:7]([CH3:13])[C:8](=[O:12])[O:9]2)=[CH:4][CH:3]=1.[Br:15][C:16]1[CH:23]=[CH:22][C:19](CCl)=[CH:18][CH:17]=1.[C:24]([O-])([O-])=[O:25].[K+].[K+]>CC(C)=O>[Br:15][C:16]1[CH:23]=[CH:22][C:19]([C:2]2[CH:11]=[C:10]3[C:5]([C:6]([CH3:14])=[C:7]([CH3:13])[C:8](=[O:12])[O:9]3)=[C:4]([O:25][CH3:24])[CH:3]=2)=[CH:18][CH:17]=1 |f:2.3.4|. Run at time 4 day. Reported procedure: A mixture of 5.0 g of 7-hydroxy-3,4-dimethylcoumarin, 5.4 g of 4-bromobenzyl chloride, 5.4 g of K2CO3 and 100 ml of acetone was stirred for 4 days at room temperature and evaporated down, and the residue was partitioned in H2O/methylene chloride. After the organic phase had been separated off, extraction was carried out twice with methylene chloride, the combined organic phases were evaporated down and the residue was recrystallized from methanol. Reactants: [Cl-].[Na+] (sodium chloride), S1C=C(C=C1)C=O (3-thiophenecarboxaldehyde), CC1(OC(=CC1=O)C)C (2,2,5-trimethyl-3(2H)-furanone), [OH-].[Na+] (sodium hydroxide). The solvent is C(C)O (ethanol). Run at temperature 60 celsius. Yields the product CC1(OC(=CC1=O)C=CC1=CSC=C1)C (2,2-Dimethyl-5-[2-(3-thienyl)ethenyl]-3(2H)-furanone). Yield: 80.2%. As a reaction SMILES: [S:1]1[CH:5]=[CH:4][C:3]([CH:6]=O)=[CH:2]1.[CH3:8][C:9]1([CH3:16])[C:13](=[O:14])[CH:12]=[C:11]([CH3:15])[O:10]1.[OH-].[Na+].[Cl-].[Na+]>C(O)C>[CH3:8][C:9]1([CH3:16])[C:13](=[O:14])[CH:12]=[C:11]([CH:15]=[CH:6][C:3]2[CH:4]=[CH:5][S:1][CH:2]=2)[O:10]1 |f:2.3,4.5|. Procedure details: To a solution of 3-thiophenecarboxaldehyde (1.5 g, 13.2 mM) and 2,2,5-trimethyl-3(2H)-furanone (1.5 g, 12 mM) in ethanol (100 mL), was added 1N aqueous sodium hydroxide (1.2 mL, 1.2 mM). the reaction solution heated to 60° C. for 4 hours. After the reaction solution cooled, saturated aqueous sodium chloride (400 mL) was added. The aqueous layer was extracted with diethyl ether (3×100 mL). The combined ethereal extracts were washed with saturated aqueous sodium chloride (50 mL), dried over MgSO4,... Reactants: C(=O)C1=CC=C(C=C1)C1=CC=C(C=C1)CCC(=O)C=1OC(=CN1)C1=CC=CC(=N1)C(=O)OC (Methyl 6-(2-(3-(4′-formylbiphenyl-4-yl)propanoyl)oxazol-5-yl)pyridine-2-carboxylate), CNC (dimethylamine), [BH-](OC(=O)C)(OC(=O)C)OC(=O)C.[Na+] (NaBH(OAc)3). The solvent is ClC(C)Cl (dichloroethane). Conditions: time 2 hour. Product: CN(C)CC1=CC=C(C=C1)C1=CC=C(C=C1)CCC(=O)C=1OC(=CN1)C1=CC=CC(=N1)C(=O)OC (methyl 6-(2-(3-(4′-((dimethylamino)methyl)biphenyl-4-yl)propanoyl)oxazol-5-yl)pyridine-2-carboxylate). Isolated yield 24.8%. Reaction SMILES: [CH:1]([C:3]1[CH:8]=[CH:7][C:6]([C:9]2[CH:14]=[CH:13][C:12]([CH2:15][CH2:16][C:17]([C:19]3[O:20][C:21]([C:24]4[N:29]=[C:28]([C:30]([O:32][CH3:33])=[O:31])[CH:27]=[CH:26][CH:25]=4)=[CH:22][N:23]=3)=[O:18])=[CH:11][CH:10]=2)=[CH:5][CH:4]=1)=O.[CH3:34][NH:35][CH3:36].[BH-](OC(C)=O)(OC(C)=O)OC(C)=O.[Na+]>ClC(Cl)C>[CH3:34][N:35]([CH2:1][C:3]1[CH:8]=[CH:7][C:6]([C:9]2[CH:10]=[CH:11][C:12]([CH2:15][CH2:16][C:17]([C:19]3[O:20][C:21]([C:24]4[N:29]=[C:28]([C:30]([O:32][CH3:33])=[O:31])[CH:27]=[CH:26][CH:25]=4)=[CH:22][N:23]=3)=[O:18])=[CH:13][CH:14]=2)=[CH:5][CH:4]=1)[CH3:36] |f:2.3|. Reported procedure: Methyl 6-(2-(3-(4′-formylbiphenyl-4-yl)propanoyl)oxazol-5-yl)pyridine-2-carboxylate (19 mg, 0.043 mmol) and dimethylamine (2 M in THF, 0.026 mL, 0.052 mmol) were dissolved in dichloroethane (2 mL) and NaBH(OAc)3 (16 mg, 0.078 mmol) was added. The reaction solution was stirred under an atmosphere of Ar at ambient temperature for 2 h and then quenched with saturated aqueous NaHCO3. The crude product was extracted with EtOAc and the solvent was removed in vacuo. The crude product was purified with ... Yields the product COC(=O)c1ccc(Cl)cc1NC(=O)c1sccc1Cl. Reaction SMILES: [CH3:34][N:35]([CH3:36])[CH:37]=[O:38].[CH:13]([N:14]([CH:15]([CH3:16])[CH3:17])[CH2:18][CH3:19])([CH3:20])[CH3:21].[Cl:22][c:23]1[c:24]([C:28](=[O:29])[Cl:30])[s:25][cH:26][cH:27]1.[Cl:31][CH2:32][Cl:33].[NH2:1][c:2]1[c:3]([C:4](=[O:5])[O:6][CH3:7])[cH:8][cH:9][c:10]([Cl:12])[cH:11]1>>[NH:1]([c:2]1[c:3]([C:4](=[O:5])[O:6][CH3:7])[cH:8][cH:9][c:10]([Cl:12])[cH:11]1)[C:28]([c:24]1[c:23]([Cl:22])[cH:27][cH:26][s:25]1)=[O:29]. The reactants are CN(C)C=O, CCN(C(C)C)C(C)C, O=C(Cl)c1sccc1Cl, ClCCl, COC(=O)c1ccc(Cl)cc1N.